Dataset: the Open Reaction Database (ORD), a public repository of structured organic reaction records. Task: describe an organic reaction: reactants, conditions, products, and yield The reactants are COCCO[AlH2-]OCCOC.[Na+] (Vitride), COC(C1=CC=C(C=C1)OCC=C(C)CCC=C(C)CCC=C(C)C)=O (4-farnesyloxybenzoic acid methyl ester), [H-].[H-].COCCO[Al+]OCCOC.[Na+] (sodium bis-(2-methoxy-ethoxy)-aluminum dihydride), [H][H] (hydrogen), [OH-].[Na+] (sodium hydroxide). Reagents/catalysts: CC(C)O (2-propanol). The solvent is C1(=CC=CC=C1)C (toluene), O (water). Yields the product C(C=C(C)CCC=C(C)CCC=C(C)C)OC1=CC=C(CO)C=C1 (4-farnesyloxybenzyl alcohol). As a reaction SMILES: COCCO[AlH2-]OCCOC.[Na+].[H-].[H-].COCCO[Al+]OCCOC.[Na+].C[O:28][C:29](=O)[C:30]1[CH:35]=[CH:34][C:33]([O:36][CH2:37][CH:38]=[C:39]([CH2:41][CH2:42][CH:43]=[C:44]([CH2:46][CH2:47][CH:48]=[C:49]([CH3:51])[CH3:50])[CH3:45])[CH3:40])=[CH:32][CH:31]=1.[OH-].[Na+].[H][H]>C1(C)C=CC=CC=1.CC(O)C.O>[CH2:37]([O:36][C:33]1[CH:32]=[CH:31][C:30]([CH2:29][OH:28])=[CH:35][CH:34]=1)[CH:38]=[C:39]([CH2:41][CH2:42][CH:43]=[C:44]([CH2:46][CH2:47][CH:48]=[C:49]([CH3:51])[CH3:50])[CH3:45])[CH3:40] |f:0.1,2.3.4.5,7.8|. Procedure: 4 g (14 mmol) Vitride®, which is 70% sodium bis-(2-methoxy-ethoxy)-aluminum dihydride, were added dropwise with stirring and cooling with ice at 5° to 15° C. to a solution of 5 g (14 mmol) 4-farnesyloxybenzoic acid methyl ester in 30 ml toluene. The mixture was then heated for 2 hours to the boiling temperature, cooled and 10% sodium hydroxide solution added dropwise while cooling with ice (until the evolution of hydrogen stopped). After approx. 10 ml water and a few drops 2-propanol had been ad...